From a dataset of the Open Reaction Database (ORD), a public repository of structured organic reaction records. describe an organic reaction: reactants, conditions, products, and yield Reactants: BrC=1C=CC(=C(C1)C1=NC=CC(=C1)OC)F (2-(5-Bromo-2-fluorophenyl)-4-methoxypyridine), C(CCC)[Sn](C1=CN=C2N1C=CC(=N2)C(F)(F)F)(CCCC)CCCC (3-tributylstannyl-7-trifluoromethylimidazo[1,2-α]pyrimidine). The product is FC1=C(C=C(C=C1)C1=CN=C2N1C=CC(=N2)C(F)(F)F)C2=NC=CC(=C2)OC (3-[4-fluoro-3-(4-methoxypyridin-2-yl)phenyl]-7-trifluoromethylimidazo[1,2-α]pyrimidine). Reaction SMILES: Br[C:2]1[CH:3]=[CH:4][C:5]([F:16])=[C:6]([C:8]2[CH:13]=[C:12]([O:14][CH3:15])[CH:11]=[CH:10][N:9]=2)[CH:7]=1.C([Sn](CCCC)(CCCC)[C:22]1[N:26]2[CH:27]=[CH:28][C:29]([C:31]([F:34])([F:33])[F:32])=[N:30][C:25]2=[N:24][CH:23]=1)CCC>>[F:16][C:5]1[CH:4]=[CH:3][C:2]([C:22]2[N:26]3[CH:27]=[CH:28][C:29]([C:31]([F:32])([F:33])[F:34])=[N:30][C:25]3=[N:24][CH:23]=2)=[CH:7][C:6]=1[C:8]1[CH:13]=[C:12]([O:14][CH3:15])[CH:11]=[CH:10][N:9]=1. Procedure: 2-(5-Bromo-2-fluorophenyl)-4-methoxypyridine (50 mg, 0.2 mmol) was coupled to 3-tributylstannyl-7-trifluoromethylimidazo[1,2-α]pyrimidine (0.3 mmol) by the method of Example 32. Purification by chromatography on silica gel eluting with dichloromethane containing 1% methanol gave 3-[4-fluoro-3-(4-methoxypyridin-2-yl)phenyl]-7-trifluoromethylimidazo[1,2-α]pyrimidine as a yellow solid: δH (400 MHz, CDCl3) 3.93 (3H, s), 6.86 (1H, dd, J 5 and 2), 7.26 (1H, d, J 7), 7.38 (1H, dd, J 11 and 9), 7.42 (1H... Reactants: C([O-])([O-])=O.[Na+].[Na+] (sodium carbonate), O=P(Cl)(Cl)Cl (POCl3), C(C1=CC=CC=C1)(=O)N1CCOCC1 (N-benzoylmorpholine), C(C)OC(=O)C1(CCN2C=CC=C12)C(=O)OCC (diethyl-2,3-dihydro-1H-pyrrolizine-1,1-dicarboxylate). Solvent: ClC(C)Cl (dichloroethane). Conditions: temperature 25 celsius, time 10 hour. Yields the product C(C1=CC=CC=C1)(=O)C=1N2CCC(C2=CC1)(C(=O)OCC)C(=O)OCC (Diethyl 5-Benzoyl-2,3-Dihydro-1H-Pyrrolizine-1,1-Dicarboxylate). The yield is 100.2%. As a reaction SMILES: O=P(Cl)(Cl)Cl.[C:6](N1CCOCC1)(=[O:13])[C:7]1[CH:12]=[CH:11][CH:10]=[CH:9][CH:8]=1.[CH2:20]([O:22][C:23]([C:25]1([C:33]([O:35][CH2:36][CH3:37])=[O:34])[C:32]2[N:28]([CH:29]=[CH:30][CH:31]=2)[CH2:27][CH2:26]1)=[O:24])[CH3:21].C(=O)([O-])[O-].[Na+].[Na+]>ClC(Cl)C>[C:6]([C:29]1[N:28]2[C:32](=[CH:31][CH:30]=1)[C:25]([C:33]([O:35][CH2:36][CH3:37])=[O:34])([C:23]([O:22][CH2:20][CH3:21])=[O:24])[CH2:26][CH2:27]2)(=[O:13])[C:7]1[CH:8]=[CH:9][CH:10]=[CH:11][CH:12]=1 |f:3.4.5|. Procedure: A mixture of POCl3 (166 mg, 1.08 mmole) and N-benzoylmorpholine (96 mg, 0.5 mmole) was maintain for 6 hours at 25° C. A solution of diethyl-2,3-dihydro-1H-pyrrolizine-1,1-dicarboxylate (126 mg, 05 mmole) in dichloroethane (2 ml) was added. Then, the mixture was maintained at 50° C. for 3 days. The reacted mixture was poured with 2.5 ml of 10% aqueous sodium carbonate solution. The mixture was stirred at room temperature for 10 hours, and refluxed for 2 hours. The organic layer was separated, and... Starting materials: OC1=NNC=C1C(=O)OCC (ethyl 3-hydroxy-1H-pyrazole-4-carboxylate), O(C1=CC=CC=C1)C1=CC=C(CCl)C=C1 (4-phenoxybenzyl chloride), C([O-])([O-])=O.[K+].[K+] (potassium carbonate), CN(C=O)C (N,N-dimethylformamide). The solvent is O (water). Conditions: temperature 90 celsius, time 8 hour. The product is O(C1=CC=CC=C1)C1=CC=C(CN2N=C(C(=C2)C(=O)OCC)OCC2=CC=C(C=C2)OC2=CC=CC=C2)C=C1 (ethyl 1-(4-phenoxybenzyl)-3-(4-phenoxybenzyloxy)-1H-pyrazole-4-carboxylate). Yield: 76.1%. Reaction SMILES: [OH:1][C:2]1[C:6]([C:7]([O:9][CH2:10][CH3:11])=[O:8])=[CH:5][NH:4][N:3]=1.[O:12]([C:19]1[CH:26]=[CH:25][C:22]([CH2:23]Cl)=[CH:21][CH:20]=1)[C:13]1[CH:18]=[CH:17][CH:16]=[CH:15][CH:14]=1.[C:27](=[O:30])([O-])[O-].[K+].[K+].CN(C)C=O>O>[O:12]([C:19]1[CH:26]=[CH:25][C:22]([CH2:23][N:4]2[CH:5]=[C:6]([C:7]([O:9][CH2:10][CH3:11])=[O:8])[C:2]([O:1][CH2:23][C:22]3[CH:21]=[CH:20][C:19]([O:30][C:27]4[CH:15]=[CH:14][CH:13]=[CH:18][CH:17]=4)=[CH:26][CH:25]=3)=[N:3]2)=[CH:21][CH:20]=1)[C:13]1[CH:18]=[CH:17][CH:16]=[CH:15][CH:14]=1 |f:2.3.4|. Reported procedure: A mixture of ethyl 3-hydroxy-1H-pyrazole-4-carboxylate (8.95 g), 4-phenoxybenzyl chloride (25.35 g), potassium carbonate (31.88 g), and N,N-dimethylformamide (200 ml) was stirred at 90° C. for 8 hours. The reaction mixture was poured into water, and extracted with ethyl acetate. The ethyl acetate layer was washed successively with dilute hydrochloric acid and aqueous sodium chloride solution, dried (MgSO4), and concentrated. The residue was subjected to silica gel column chromatography to obtain... Reactants: C(#CCCCCCCCCCC)C1=CC=C(C=O)C=C1 (4-dodec-1-ynylbenzaldehyde), FC(C1=C(CN)C=CC=C1)(F)F (2-(trifluoromethyl)benzylamine). Product: C(#CCCCCCCCCCC)C1=CC=C(CNCC2=C(C=CC=C2)C(F)(F)F)C=C1 (N-(4-dodec-1-ynylbenzyl)-N-[2-(trifluoromethyl)benzyl]amine). As a reaction SMILES: [C:1]([C:13]1[CH:20]=[CH:19][C:16]([CH:17]=O)=[CH:15][CH:14]=1)#[C:2][CH2:3][CH2:4][CH2:5][CH2:6][CH2:7][CH2:8][CH2:9][CH2:10][CH2:11][CH3:12].[F:21][C:22]([F:32])([F:31])[C:23]1[CH:30]=[CH:29][CH:28]=[CH:27][C:24]=1[CH2:25][NH2:26]>>[C:1]([C:13]1[CH:20]=[CH:19][C:16]([CH2:17][NH:26][CH2:25][C:24]2[CH:27]=[CH:28][CH:29]=[CH:30][C:23]=2[C:22]([F:21])([F:31])[F:32])=[CH:15][CH:14]=1)#[C:2][CH2:3][CH2:4][CH2:5][CH2:6][CH2:7][CH2:8][CH2:9][CH2:10][CH2:11][CH3:12]. Procedure details: The same procedure as employed in the preparation of Example 394 (step b) but using 4-dodec-1-ynylbenzaldehyde and 2-(trifluoromethyl)benzylamine gave the title compound as an oil. M+(LC/MS(ESI)): 430.4. HPLC (Condition A), Rt: 5.05 min (HPLC purity: 96.9%). Starting materials: CS(=O)(=O)C1=CC=C(S1)CNC(=O)C1=CN(C(=C(C1=O)Br)C)C(C)C (5-Bromo-1-isopropyl-6-methyl-4-oxo-1,4-dihydro-pyridine-3-carboxylic acid (5-methanesulfonyl-thiophen-2-ylmethyl)-amide), FC(C=1C=C(C=CC1)B(O)O)F (3-(difluoromethyl)phenylboronic acid), ( Z011_S03 ). The product is CS(=O)(=O)C1=CC=C(S1)CNC(=O)C1=CN(C(=C(C1=O)C1=CC(=CC=C1)C(F)F)C)C(C)C (5-(3-Difluoromethyl-phenyl)-1-isopropyl-6-methyl-4-oxo-1,4-dihydro-pyridine-3-carboxylic acid (5-methanesulfonyl-thiophen-2-ylmethyl)-amide). Reaction SMILES: [CH3:1][S:2]([C:5]1[S:9][C:8]([CH2:10][NH:11][C:12]([C:14]2[C:19](=[O:20])[C:18](Br)=[C:17]([CH3:22])[N:16]([CH:23]([CH3:25])[CH3:24])[CH:15]=2)=[O:13])=[CH:7][CH:6]=1)(=[O:4])=[O:3].[F:26][CH:27]([F:37])[C:28]1[CH:29]=[C:30](B(O)O)[CH:31]=[CH:32][CH:33]=1>>[CH3:1][S:2]([C:5]1[S:9][C:8]([CH2:10][NH:11][C:12]([C:14]2[C:19](=[O:20])[C:18]([C:32]3[CH:31]=[CH:30][CH:29]=[C:28]([CH:27]([F:37])[F:26])[CH:33]=3)=[C:17]([CH3:22])[N:16]([CH:23]([CH3:25])[CH3:24])[CH:15]=2)=[O:13])=[CH:7][CH:6]=1)(=[O:4])=[O:3]. Procedure: Example 40 is prepared following the procedure for Example 24.1, substituting preparation 24 with preparation 39a and replacing 3-(trifluoromethyl)phenylboronic acid with 3-(difluoromethyl)phenylboronic acid. ESI mass spectrum: [M+H]+=495; Retention time HPLC: 0.82 min (Z011_S03). The reactants are CS(=O)(=O)OC1CCN(Cc2ccccc2)C1, N, [Na+], [OH-]. Product: NC1CCN(Cc2ccccc2)C1. As a reaction SMILES: [CH2:1]([c:2]1[cH:3][cH:4][cH:5][cH:6][cH:7]1)[N:8]1[CH2:9][CH:10]([O:13][S:14]([CH3:15])(=[O:16])=[O:17])[CH2:11][CH2:12]1.[NH3:18].[Na+:20].[OH-:19]>>[CH2:1]([c:2]1[cH:3][cH:4][cH:5][cH:6][cH:7]1)[N:8]1[CH2:9][CH:10]([NH2:18])[CH2:11][CH2:12]1. Reactants: ester, C(CCC)NC(=O)OCC(=O)OC ([[(Butylamino)carbonyl]oxy]acetic acid, methyl ester). Solvent: [OH-].[Na+] (NaOH). Reaction conditions: time 30 minute. Yields the product C(CCC)NC(=O)OCC(=O)O ([[(Butylamino)carbonyl]oxy]acetic acid). RXN SMILES: [CH2:1]([NH:5][C:6]([O:8][CH2:9][C:10]([O:12]C)=[O:11])=[O:7])[CH2:2][CH2:3][CH3:4]>[OH-].[Na+]>[CH2:1]([NH:5][C:6]([O:8][CH2:9][C:10]([OH:12])=[O:11])=[O:7])[CH2:2][CH2:3][CH3:4] |f:1.2|. Procedure details: The ester oil from Part (1) (1.82 g, 9.6 mmol) was treated with 2N NaOH (20 ml). The heterogeneous mixture was stirred vigorously at room temperature and became homogeneous in about 30 minutes. After stirring 4 hours, the reaction was washed with ether (2×30 ml) and the ether washes were reextracted with 2N NaOH solution (10 ml). The combined aqueous layers were acidified to pH 1 with concentrated HCl and the product was extracted into ether (2×30 ml). The combined ether extracts were washed wit... The reactants are C(CS)(=O)OC (methyl thioglycolate), 19.2, ClC1=C(OC=2C=C(C(=CC2)[N+](=O)[O-])SCl)C=CC(=C1)C(F)(F)F (3-(2'-chloro-4'-trifluoromethylphenoxy)-6-nitrobenzenesulfenyl chloride). The solvent is CCOCC (ether). Run at time 2 hour. Yields the product COC(=O)CSSC1=CC(=CC=C1[N+](=O)[O-])OC1=C(C=C(C=C1)C(F)(F)F)Cl (3-(2'-chloro-4'-trifluoromethylphenoxy)-6-nitrophenyl methoxycarbonylmethyl disulfide). The yield is 90.0%. As a reaction SMILES: [C:1]([O:5][CH3:6])(=[O:4])[CH2:2][SH:3].[Cl:7][C:8]1[CH:25]=[C:24]([C:26]([F:29])([F:28])[F:27])[CH:23]=[CH:22][C:9]=1[O:10][C:11]1[CH:12]=[C:13]([S:20]Cl)[C:14]([N+:17]([O-:19])=[O:18])=[CH:15][CH:16]=1>CCOCC>[CH3:6][O:5][C:1]([CH2:2][S:3][S:20][C:13]1[C:14]([N+:17]([O-:19])=[O:18])=[CH:15][CH:16]=[C:11]([O:10][C:9]2[CH:22]=[CH:23][C:24]([C:26]([F:27])([F:28])[F:29])=[CH:25][C:8]=2[Cl:7])[CH:12]=1)=[O:4]. Reported procedure: 5.3 parts by weight of methyl thioglycolate were added dropwise to a solution of 19.2 parts by weight of 3-(2'-chloro-4'-trifluoromethylphenoxy)-6-nitrobenzenesulfenyl chloride in 100 parts by volume of absolute ether at room temperature, the reaction mixture was stirred for a further two hours and then evaporated to dryness under reduced pressure, and the oily residue was crystallized using diisopropyl ether. 25 parts by weight (90% yield) of 3-(2'-chloro-4'-trifluoromethylphenoxy)-6-nitropheny... The product is C(=O)(OCC1=CC=CC=C1)N1CC(N(CC1)C1=C(C=C(C(=C1)F)F)[N+](=O)[O-])C(=O)O (4-Carbobenzyloxy-1-(4,5-Difluoro-2-Nitrophenyl)-Piperazine-2-Carboxylic Acid). Procedure details: By the same procedure described for example 2 method 2B, from 1.5 g of racemic 4-carbobenzyloxypiperazine-2-carboxylic acid and 1,2,4-trifluoro-5-nitro-benzene, there was obtained 0.4 g (16.7%) of title compound as an orange-red residue. RXN SMILES: [C:1]([N:11]1[CH2:16][CH2:15][NH:14][CH:13]([C:17]([OH:19])=[O:18])[CH2:12]1)([O:3][CH2:4][C:5]1[CH:10]=[CH:9][CH:8]=[CH:7][CH:6]=1)=[O:2].[F:20][C:21]1[CH:26]=[C:25]([N+:27]([O-:29])=[O:28])[C:24](F)=[CH:23][C:22]=1[F:31]>>[C:1]([N:11]1[CH2:16][CH2:15][N:14]([C:24]2[CH:23]=[C:22]([F:31])[C:21]([F:20])=[CH:26][C:25]=2[N+:27]([O-:29])=[O:28])[CH:13]([C:17]([OH:19])=[O:18])[CH2:12]1)([O:3][CH2:4][C:5]1[CH:6]=[CH:7][CH:8]=[CH:9][CH:10]=1)=[O:2]. Yield: 16.7%. Reactants: C(=O)(OCC1=CC=CC=C1)N1CC(NCC1)C(=O)O (racemic 4-carbobenzyloxypiperazine-2-carboxylic acid), FC1=C(C=C(C(=C1)[N+](=O)[O-])F)F (1,2,4-trifluoro-5-nitro-benzene). Reactants: ClC1=CC=C(C=C1)S (4-chloro-benzenethiol), BrC1=C(C=CC=C1)I (1-bromo-2-iodo-benzene). Yields the product BrC1=C(C=CC=C1)SC1=CC=C(C=C1)Cl (1-Bromo-2-(4-chloro-phenylsulfanyl)-benzene). As a reaction SMILES: [Cl:1][C:2]1[CH:7]=[CH:6][C:5]([SH:8])=[CH:4][CH:3]=1.[Br:9][C:10]1[CH:15]=[CH:14][CH:13]=[CH:12][C:11]=1I>>[Br:9][C:10]1[CH:15]=[CH:14][CH:13]=[CH:12][C:11]=1[S:8][C:5]1[CH:6]=[CH:7][C:2]([Cl:1])=[CH:3][CH:4]=1. Procedure: Prepared from 4-chloro-benzenethiol and 1-bromo-2-iodo-benzene.